Dataset: the Open Reaction Database (ORD), a public repository of structured organic reaction records. Task: describe an organic reaction: reactants, conditions, products, and yield Reactants: ClC1=C2C(NC(=N1)C)=CC(=N2)C2=CC=CC=C2 (4-chloro-2-methyl-6-phenylpyrrolo[3,2-d]pyrimidine), N1CCCC1 (pyrrolidine), C(=O)([O-])[O-].[K+].[K+] (K2CO3). The solvent is O (H2O). The product is CC1=NC(=C2C(N1)=CC(=N2)C2=CC=CC=C2)N2CCCC2 (2-Methyl-6-phenyl-4-pyrrolidinylpyrrolo[3,2-d]pyrimidine). Yield: 52.7%. RXN SMILES: Cl[C:2]1[N:7]=[C:6]([CH3:8])[NH:5][C:4]2=[CH:9][C:10]([C:12]3[CH:17]=[CH:16][CH:15]=[CH:14][CH:13]=3)=[N:11][C:3]=12.[NH:18]1[CH2:22][CH2:21][CH2:20][CH2:19]1.C([O-])([O-])=O.[K+].[K+]>O>[CH3:8][C:6]1[NH:5][C:4]2=[CH:9][C:10]([C:12]3[CH:17]=[CH:16][CH:15]=[CH:14][CH:13]=3)=[N:11][C:3]2=[C:2]([N:18]2[CH2:22][CH2:21][CH2:20][CH2:19]2)[N:7]=1 |f:2.3.4|. Procedure details: This compound was prepared according to the method described in Example 2 by employing 4-chloro-2-methyl-6-phenylpyrrolo[3,2-d]pyrimidine (Example 1(e)) (70 mg, 0.287 mmol), pyrrolidine (Aldrich Chemical Company) (0.12 mL, 1.44 mmol) and K2CO3 (0.397 g, 2.87 mmol) in H2O (2 mL). The crude material was purified by flash chromatography on silica gel with 20:1 CHCl3:MeOH as eluant to give 42.1 mg (53%) of the title compound as an off-white solid. An analytical sample was obtained by recrystallizati... Reactants: BrC1=CC=C(OC(C2CCC(CC2)=O)(F)F)C=C1 (4-[(4-bromo-phenoxy)-difluoro-methyl]-cyclohexanone), [BH4-].[Na+] (NaBH4). Run in C(C)O (ethanol). Conditions: temperature 0 celsius, time 20 minute. Yields the product BrC1=CC=C(OC([C@@H]2CC[C@H](CC2)O)(F)F)C=C1 (trans-4-[(4-bromophenoxy)(difluoro)methyl]cyclohexanol). As a reaction SMILES: [Br:1][C:2]1[CH:18]=[CH:17][C:5]([O:6][C:7]([F:16])([F:15])[CH:8]2[CH2:13][CH2:12][C:11](=[O:14])[CH2:10][CH2:9]2)=[CH:4][CH:3]=1.[BH4-].[Na+]>C(O)C>[Br:1][C:2]1[CH:3]=[CH:4][C:5]([O:6][C:7]([F:15])([F:16])[C@H:8]2[CH2:9][CH2:10][C@H:11]([OH:14])[CH2:12][CH2:13]2)=[CH:17][CH:18]=1 |f:1.2|. Procedure: To a stirred solution of 4-[(4-bromo-phenoxy)-difluoro-methyl]-cyclohexanone (1050 mg, 3.290 mmoles) in ethanol (16.4 mL, 0.2M) was added NaBH4 (249 mg, 6.58 mmoles) 0° C. The solution was stirred at 0° C. for 20 minutes and then warmed to room temperature for 20 minutes. The reaction was quenched with 1 N HCl to a pH of −7, and extracted three times with ethyl acetate. The organics where combined, dried over magnesium sulfate, filtered and concentrated. Cis/trans isomers were then separated by ... Reactants: ClC1=CC=C(CN(C(=O)C2(N(CC2)C(CC2=CC(=CC(=C2)C)C)=O)C)CCC(NO)=N)C=C1 (1-[2-(3,5-dimethyl-phenyl)-acetyl]-2-methyl-azetidine-2-carboxylic acid (4-chloro-benzyl)-[2-(N-hydroxycarbamimidoyl)-ethyl]-amide), ClC(Cl)(OC(OC(Cl)(Cl)Cl)=O)Cl (triphosgene). The solvent is O1CCOCC1 (dioxane). Run at temperature 20 celsius, time 15 hour. The product is ClC1=CC=C(CN(C(=O)C2(N(CC2)C(CC2=CC(=CC(=C2)C)C)=O)C)CCC2=NOC(=N2)O)C=C1 (1-[2-(3,5-dimethyl-phenyl)-acetyl]-2-methyl-azetidine-2-carboxylic acid (4-chloro-benzyl)-[2-(5-hydroxy-[1,2,4]oxadiazol-3-yl)-ethyl]-amide). As a reaction SMILES: [Cl:1][C:2]1[CH:33]=[CH:32][C:5]([CH2:6][N:7]([CH2:26][CH2:27][C:28](=[NH:31])[NH:29][OH:30])[C:8]([C:10]2([CH3:25])[CH2:13][CH2:12][N:11]2[C:14](=[O:24])[CH2:15][C:16]2[CH:21]=[C:20]([CH3:22])[CH:19]=[C:18]([CH3:23])[CH:17]=2)=[O:9])=[CH:4][CH:3]=1.Cl[C:35](Cl)([O:37]C(=O)OC(Cl)(Cl)Cl)Cl>O1CCOCC1>[Cl:1][C:2]1[CH:3]=[CH:4][C:5]([CH2:6][N:7]([CH2:26][CH2:27][C:28]2[N:31]=[C:35]([OH:37])[O:30][N:29]=2)[C:8]([C:10]2([CH3:25])[CH2:13][CH2:12][N:11]2[C:14](=[O:24])[CH2:15][C:16]2[CH:17]=[C:18]([CH3:23])[CH:19]=[C:20]([CH3:22])[CH:21]=2)=[O:9])=[CH:32][CH:33]=1. Reported procedure: To a solution of 1-[2-(3,5-dimethyl-phenyl)-acetyl]-2-methyl-azetidine-2-carboxylic acid (4-chloro-benzyl)-[2-(N-hydroxycarbamimidoyl)-ethyl]-amide (1 eq.) in dioxane was added triphosgene (1.7 eq.) under nitrogen. The reaction was stirred at 20° C. for 15 h. The crude was concentrated under reduced pressure then partitioned between water and EtOAc. The layers were separated, the organic layer was dried over MgSO4, filtered and concentrated under reduced pressure. The crude was purified by chrom... The reactants are C=CCC1(c2ccc(F)cc2)c2c(ccc(F)c2F)NC(=O)N1CC(F)(F)F, CSC, CO, CCOC(C)=O, O=[O+][O-]. Product: O=CCC1(c2ccc(F)cc2)c2c(ccc(F)c2F)NC(=O)N1CC(F)(F)F. As a reaction SMILES: [CH2:1]([CH:2]=[CH2:3])[C:4]1([c:22]2[cH:23][cH:24][c:25]([F:28])[cH:26][cH:27]2)[N:5]([CH2:17][C:18]([F:19])([F:20])[F:21])[C:6](=[O:16])[NH:7][c:8]2[cH:9][cH:10][c:11]([F:15])[c:12]([F:14])[c:13]21.[CH3:32][S:33][CH3:34].[CH3:35][OH:36].[CH3:37][CH2:38][O:39][C:40]([CH3:41])=[O:42].[O-:29][O+:30]=[O:31]>>[CH2:1]([CH:2]=[O:29])[C:4]1([c:22]2[cH:23][cH:24][c:25]([F:28])[cH:26][cH:27]2)[N:5]([CH2:17][C:18]([F:19])([F:20])[F:21])[C:6](=[O:16])[NH:7][c:8]2[cH:9][cH:10][c:11]([F:15])[c:12]([F:14])[c:13]21. Reactants: CC(C)(C)[Si](C)(C)OC1CCc2cccc(Nc3ncc(-c4ccc(C(F)(F)F)cc4)o3)c2C1, CCOC(C)=O, CN(C)C=O, [H-], CI, [Na+]. The product is CN(c1ncc(-c2ccc(C(F)(F)F)cc2)o1)c1cccc2c1CC(O[Si](C)(C)C(C)(C)C)CC2. RXN SMILES: [C:1]([CH3:2])([CH3:3])([CH3:4])[Si:5]([O:6][CH:7]1[CH2:8][CH2:9][c:10]2[cH:11][cH:12][cH:13][c:14]([NH:17][c:18]3[o:19][c:20](-[c:23]4[cH:24][cH:25][c:26]([C:29]([F:30])([F:31])[F:32])[cH:27][cH:28]4)[cH:21][n:22]3)[c:15]2[CH2:16]1)([CH3:33])[CH3:34].[CH3:39][CH2:40][O:41][C:42](=[O:43])[CH3:44].[CH3:45][N:46]([CH3:47])[CH:48]=[O:49].[H-:36].[I:37][CH3:38].[Na+:35]>>[C:1]([CH3:2])([CH3:3])([CH3:4])[Si:5]([O:6][CH:7]1[CH2:8][CH2:9][c:10]2[cH:11][cH:12][cH:13][c:14]([N:17]([c:18]3[o:19][c:20](-[c:23]4[cH:24][cH:25][c:26]([C:29]([F:30])([F:31])[F:32])[cH:27][cH:28]4)[cH:21][n:22]3)[CH3:39])[c:15]2[CH2:16]1)([CH3:33])[CH3:34]. Reported procedure: 1000 g of 1-methoxy-2,7-octadiene, 500 ml of tetrahydrofuran, 500 ml of ethanol and 2.5 g of tris(triphenylphosphine)ruthenium(II) chloride were placed in a 3 l Büchi autoclave. The temperature was set to 30° C. and the autoclave was pressurized to 30 bar by means of hydrogen. The reaction was followed via the amount of hydrogen taken up and by means of GC analyses. After 6 hours, the reaction was stopped. According to GC analysis, 98% of the 1-methoxy-2,7-octadiene had reacted to form 1-methoxy... Reaction conditions: time 6 hour. The reagents and catalysts are C1=CC=C(C=C1)P(C2=CC=CC=C2)C3=CC=CC=C3.C1=CC=C(C=C1)P(C2=CC=CC=C2)C3=CC=CC=C3.C1=CC=C(C=C1)P(C2=CC=CC=C2)C3=CC=CC=C3.[Cl-].[Cl-].[Ru+2] (tris(triphenylphosphine)ruthenium(II) chloride). The product is COCC=CCCCCC (1-methoxy-2-octene). Run in C(C)O (ethanol). RXN SMILES: [CH3:1][O:2][CH2:3][CH:4]=[CH:5][CH2:6][CH2:7][CH2:8][CH:9]=[CH2:10].O1CCCC1.[H][H]>C1C=CC(P(C2C=CC=CC=2)C2C=CC=CC=2)=CC=1.C1C=CC(P(C2C=CC=CC=2)C2C=CC=CC=2)=CC=1.C1C=CC(P(C2C=CC=CC=2)C2C=CC=CC=2)=CC=1.[Cl-].[Cl-].[Ru+2].C(O)C>[CH3:1][O:2][CH2:3][CH:4]=[CH:5][CH2:6][CH2:7][CH2:8][CH2:9][CH3:10] |f:3.4.5.6.7.8|. The reactants are COCC=CCCCC=C (1-methoxy-2,7-octadiene), COCC=CCCCC=C (1-methoxy-2,7-octadiene), [H][H] (hydrogen), O1CCCC1 (tetrahydrofuran), [H][H] (hydrogen). Reactants: C=C1CC(=O)O1 (diketene), BrC1=C(C(=CC(=C1)C)[N+](=O)[O-])N (2-bromo-4-methyl-6-nitrobenzenamine), O (water), [Cl-].[Na+] (sodium chloride), O (water). Reagents/catalysts: CN(C1=CC=NC=C1)C (4-dimethylaminopyridine). Run in ClCCCC (1-chlorobutane), O1CCCC1 (tetrahydrofuran). Run at time 8 hour. The product is BrC1=C(C(=CC(=C1)C)[N+](=O)[O-])NC(CC(C)=O)=O (N-(2-bromo-4-methyl-6-nitrophenyl)-3-oxobutanamide). Yield: 46.0%. Reaction SMILES: [CH2:1]=[C:2]1[O:6][C:4](=[O:5])[CH2:3]1.[Br:7][C:8]1[CH:13]=[C:12]([CH3:14])[CH:11]=[C:10]([N+:15]([O-:17])=[O:16])[C:9]=1[NH2:18].O.[Cl-].[Na+]>CN(C)C1C=CN=CC=1.O1CCCC1.ClCCCC>[Br:7][C:8]1[CH:13]=[C:12]([CH3:14])[CH:11]=[C:10]([N+:15]([O-:17])=[O:16])[C:9]=1[NH:18][C:4](=[O:5])[CH2:3][C:2](=[O:6])[CH3:1] |f:3.4|. Procedure: A solution of diketene (57.71 mL, 748.2 mmol) was added dropwise over 2 h to a stirred solution of title compound of Step A (34.57 g, 149.6 mmol) and 4-dimethylaminopyridine (914 mg, 7.48 mmol) in dry tetrahydrofuran (450 mL) at room temperature under a nitrogen atmosphere. The reaction was allowed to stir at room temperature overnight. First, water was added to the reaction, and then the reaction mixture was poured into water. The mixture was saturated with sodium chloride and was extracted wit... The reactants are CC1CCCN1CCc1cc2ccc(Br)cc2cn1, O=C([O-])[O-], c1ccc(-c2ccccc2P(C2CCCCC2)C2CCCCC2)cc1, CC(C)O, ClCCl, OB(O)c1ccc(F)nc1F, [Na+], [Na+], Cl[Pd]Cl, c1ccc(P(c2ccccc2)c2ccccc2)cc1, c1ccc(P(c2ccccc2)c2ccccc2)cc1. Yields the product CC1CCCN1CCc1cc2ccc(-c3ccc(F)nc3F)cc2cn1. As a reaction SMILES: [Br:1][c:2]1[cH:3][cH:4][c:5]2[cH:6][c:7]([CH2:12][CH2:13][N:14]3[CH:15]([CH3:19])[CH2:16][CH2:17][CH2:18]3)[n:8][cH:9][c:10]2[cH:11]1.[C:56](=[O:57])([O-:58])[O-:59].[CH:31]1([P:32]([CH:33]2[CH2:34][CH2:35][CH2:36][CH2:37][CH2:38]2)[c:39]2[cH:40][cH:41][cH:42][cH:43][c:44]2-[c:45]2[cH:46][cH:47][cH:48][cH:49][cH:50]2)[CH2:51][CH2:52][CH2:53][CH2:54][CH2:55]1.[CH:62]([OH:63])([CH3:64])[CH3:65].[Cl:66][CH2:67][Cl:68].[F:20][c:21]1[n:22][c:23]([F:30])[cH:24][cH:25][c:26]1[B:27]([OH:28])[OH:29].[Na+:60].[Na+:61].[Pd:69]([Cl:70])[Cl:71].[c:72]1([P:73]([c:74]2[cH:75][cH:76][cH:77][cH:78][cH:79]2)[c:80]2[cH:81][cH:82][cH:83][cH:84][cH:85]2)[cH:86][cH:87][cH:88][cH:89][cH:90]1.[c:91]1([P:92]([c:93]2[cH:94][cH:95][cH:96][cH:97][cH:98]2)[c:99]2[cH:100][cH:101][cH:102][cH:103][cH:104]2)[cH:105][cH:106][cH:107][cH:108][cH:109]1>>[c:2]1(-[c:26]2[c:21]([F:20])[n:22][c:23]([F:30])[cH:24][cH:25]2)[cH:3][cH:4][c:5]2[cH:6][c:7]([CH2:12][CH2:13][N:14]3[CH:15]([CH3:19])[CH2:16][CH2:17][CH2:18]3)[n:8][cH:9][c:10]2[cH:11]1. Reaction SMILES: C([O:4][C@H:5]1[C@@H:10]([CH2:11][O:12][CH2:13][C:14]2[CH:19]=[CH:18][CH:17]=[CH:16][CH:15]=2)[O:9][C@H:8]([O:20][CH2:21][C@H:22]2[O:29][C@H:26]([O:27][CH3:28])[C@H:25]([O:30][CH2:31][C:32]3[CH:37]=[CH:36][CH:35]=[CH:34][CH:33]=3)[C@@H:24]([O:38][CH2:39][C:40]3[CH:45]=[CH:44][CH:43]=[CH:42][CH:41]=3)[C@@H:23]2[O:46][CH2:47][C:48]2[CH:53]=[CH:52][CH:51]=[CH:50][CH:49]=2)[C@H:7]([O:54][CH2:55][C:56]2[CH:61]=[CH:60][CH:59]=[CH:58][CH:57]=2)[C@H:6]1[O:62][CH2:63][C:64]1[CH:69]=[CH:68][CH:67]=[CH:66][CH:65]=1)(=O)C.CO.C[O-].[Na+]>C1(C)C=CC=CC=1>[CH2:31]([O:30][C@@H:25]1[C@@H:24]([O:38][CH2:39][C:40]2[CH:41]=[CH:42][CH:43]=[CH:44][CH:45]=2)[C@H:23]([O:46][CH2:47][C:48]2[CH:53]=[CH:52][CH:51]=[CH:50][CH:49]=2)[C@@H:22]([CH2:21][O:20][C@H:8]2[O:9][C@H:10]([CH2:11][O:12][CH2:13][C:14]3[CH:15]=[CH:16][CH:17]=[CH:18][CH:19]=3)[C@H:5]([OH:4])[C@H:6]([O:62][CH2:63][C:64]3[CH:65]=[CH:66][CH:67]=[CH:68][CH:69]=3)[C@H:7]2[O:54][CH2:55][C:56]2[CH:57]=[CH:58][CH:59]=[CH:60][CH:61]=2)[O:29][C@@H:26]1[O:27][CH3:28])[C:32]1[CH:37]=[CH:36][CH:35]=[CH:34][CH:33]=1 |f:2.3|. Run at time 2 hour. Procedure: Methyl 6-O-(4-O-acetyl-2,3,6-tri-O-benzyl-α-D-galactopyranosyl)-2,3,4-tri-O-benzyl-α-D-glucopyranoside (2.314 g, 2.46 mmol) is dissolved in hot toluene (20 mL) and methanol (80 mL) is added, followed by a few drops of 1 M. methanolic sodium methoxide. The mixture is stirred at room temperature during 2 h. The reaction mixture is made neutral with Amberlite IR 120 (H+) resin, filtered and concentrated under reduced pressure so as to afford methyl 2,3,4-tri-O-benzyl-6-O-(2,3,6-tri-O-benzyl-α-D-gal... The product is C(C1=CC=CC=C1)O[C@H]1[C@@H](OC)O[C@@H]([C@H]([C@@H]1OCC1=CC=CC=C1)OCC1=CC=CC=C1)CO[C@@H]1[C@H](OCC2=CC=CC=C2)[C@@H](OCC2=CC=CC=C2)[C@@H](O)[C@H](O1)COCC1=CC=CC=C1 (methyl 2,3,4-tri-O-benzyl-6-O-(2,3,6-tri-O-benzyl-α-D-galactopyranosyl)-α-D-glucopyranoside). The reactants are CO (methanol), C(C)(=O)O[C@@H]1[C@@H]([C@H]([C@H](O[C@@H]1COCC1=CC=CC=C1)OC[C@@H]1[C@H]([C@@H]([C@H]([C@@H](OC)O1)OCC1=CC=CC=C1)OCC1=CC=CC=C1)OCC1=CC=CC=C1)OCC1=CC=CC=C1)OCC1=CC=CC=C1 (Methyl 6-O-(4-O-acetyl-2,3,6-tri-O-benzyl-α-D-galactopyranosyl)-2,3,4-tri-O-benzyl-α-D-glucopyranoside), C[O-].[Na+] (sodium methoxide). Run in C1(=CC=CC=C1)C (toluene).